From a dataset of the Open Reaction Database (ORD), a public repository of structured organic reaction records. describe an organic reaction: reactants, conditions, products, and yield The reactants are NC1=C(C=CC(=C1)C)O (2-amino-4-methylphenol), [H-].[Na+] (sodium hydride), 2-bromo-propionic acid ethyl ether. The solvent is C1(=CC=CC=C1)C (toluene). Conditions: time 4 hour. Yields the product CC1OC2=C(NC1=O)C=C(C=C2)C (2,6-Dimethyl-1,4-benzoxazin-3-one). Yield: 43.0%. Reaction SMILES: [NH2:1][C:2]1[CH:7]=[C:6]([CH3:8])[CH:5]=[CH:4][C:3]=1[OH:9].[H-].[Na+]>C1(C)C=CC=CC=1>[CH3:7][CH:2]1[C:3](=[O:9])[NH:1][C:2]2[CH:7]=[C:6]([CH3:8])[CH:5]=[CH:4][C:3]=2[O:9]1 |f:1.2|. Procedure: 3.39 g of 2-amino-4-methylphenol is mixed in 12 ml of toluene with 1.8 g of sodium hydride, and 3.95 ml of 2-bromo-propionic acid ethyl ether is added drop by drop at ice bath temperature. After 4 hours at room temperature, it is poured onto water, extracted with ethyl acetate, washed with brine, the organic phase is dried with magnesium sulfate and concentrated by evaporation. Column chromatography with hexane/ethyl acetate yields 43% product.